describe an organic reaction: reactants, conditions, products, and yield From a dataset of the Open Reaction Database (ORD), a public repository of structured organic reaction records. The reactants are C1CCOC1, O=C(NCCc1ccc(Cl)c(Cl)c1)c1ccc(C(O)(C(F)(F)F)C(F)(F)F)cc1, Cl, [Na+], [OH-]. Yields the product OC(c1ccc(CNCCc2ccc(Cl)c(Cl)c2)cc1)(C(F)(F)F)C(F)(F)F. Reaction SMILES: [CH2:33]1[O:34][CH2:35][CH2:36][CH2:37]1.[Cl:1][c:2]1[cH:3][c:4]([CH2:9][CH2:10][NH:11][C:12]([c:13]2[cH:14][cH:15][c:16]([C:19]([C:20]([F:21])([F:22])[F:23])([C:24]([F:25])([F:26])[F:27])[OH:28])[cH:17][cH:18]2)=[O:29])[cH:5][cH:6][c:7]1[Cl:8].[ClH:30].[Na+:32].[OH-:31]>>[Cl:1][c:2]1[cH:3][c:4]([CH2:9][CH2:10][NH:11][CH2:12][c:13]2[cH:14][cH:15][c:16]([C:19]([C:20]([F:21])([F:22])[F:23])([C:24]([F:25])([F:26])[F:27])[OH:28])[cH:17][cH:18]2)[cH:5][cH:6][c:7]1[Cl:8]. Reactants: CS(C)=O, CCN(C(C)C)C(C)C, Cn1nc(C(C)(C)C)cc1NC(=O)OCC(Cl)(Cl)Cl, Nc1ccc(OC2CCN(C(=O)c3c(Cl)cccc3Cl)CC2)cc1. Yields the product Cn1nc(C(C)(C)C)cc1NC(=O)Nc1ccc(OC2CCN(C(=O)c3c(Cl)cccc3Cl)CC2)cc1. RXN SMILES: [CH3:53][S:54]([CH3:55])=[O:56].[CH:44]([N:45]([CH2:46][CH3:47])[CH:48]([CH3:49])[CH3:50])([CH3:51])[CH3:52].[Cl:25][C:26]([Cl:27])([Cl:41])[CH2:42][O:28][C:29]([NH:30][c:31]1[n:32]([CH3:40])[n:33][c:34]([C:36]([CH3:37])([CH3:38])[CH3:39])[cH:35]1)=[O:43].[NH2:1][c:2]1[cH:3][cH:4][c:5]([O:6][CH:7]2[CH2:8][CH2:9][N:10]([C:13](=[O:14])[c:15]3[c:16]([Cl:22])[cH:17][cH:18][cH:19][c:20]3[Cl:21])[CH2:11][CH2:12]2)[cH:23][cH:24]1>>[NH:1]([c:2]1[cH:3][cH:4][c:5]([O:6][CH:7]2[CH2:8][CH2:9][N:10]([C:13](=[O:14])[c:15]3[c:16]([Cl:22])[cH:17][cH:18][cH:19][c:20]3[Cl:21])[CH2:11][CH2:12]2)[cH:23][cH:24]1)[C:29](=[O:28])[NH:30][c:31]1[n:32]([CH3:40])[n:33][c:34]([C:36]([CH3:37])([CH3:38])[CH3:39])[cH:35]1. Reactants: [N+](=O)([O-])C=1C(=NC=CC1)NC(=O)NCCCCCCC (1-(3-nitro-2-pyridyl)-3-heptylurea). Reagents/catalysts: [Pd] (palladium/carbon). Solvent: C(C)O (ethanol). The product is NC=1C(=NC=CC1)NC(=O)NCCCCCCC (1-(3-amino-2-pyridyl)-3-heptylurea). The yield is 99.7%. Reaction SMILES: [N+:1]([C:4]1[C:5]([NH:10][C:11]([NH:13][CH2:14][CH2:15][CH2:16][CH2:17][CH2:18][CH2:19][CH3:20])=[O:12])=[N:6][CH:7]=[CH:8][CH:9]=1)([O-])=O>C(O)C.[Pd]>[NH2:1][C:4]1[C:5]([NH:10][C:11]([NH:13][CH2:14][CH2:15][CH2:16][CH2:17][CH2:18][CH2:19][CH3:20])=[O:12])=[N:6][CH:7]=[CH:8][CH:9]=1. Reported procedure: To a suspension of 1-(3-nitro-2-pyridyl)-3-heptylurea (1.00 g) in ethanol (10 ml) was added a catalytic amount of 10% palladium/carbon to perform catalytic reduction under 1-2.5 atms at room temperature for 5 hrs. After filtering the catalyst and distilling off the solvent, the crystallization of the residue from hexane afforded 1-(3-amino-2-pyridyl)-3-heptylurea (0.89 g, 99%). Reactants: CN1C(=O)NC(=O)C1 (1-methylhydantoin), [H-].[Na+] (sodium hydride), O (Water), [N+](=O)([O-])C1=CC=C(CBr)C=C1 (p-nitrobenzyl bromide). Solvent: CN(C=O)C (N,N-dimethylformamide), O1CCCC1 (tetrahydrofuran). Run at time 30 minute. Product: CN1C(N(C(C1)=O)CC1=CC=C(C=C1)[N+](=O)[O-])=O (1-Methyl-3-(4-nitrobenzyl)-2,4-imidazolinedione). Reaction SMILES: [CH3:1][N:2]1[CH2:8][C:6](=[O:7])[NH:5][C:3]1=[O:4].[H-].[Na+].[N+:11]([C:14]1[CH:21]=[CH:20][C:17]([CH2:18]Br)=[CH:16][CH:15]=1)([O-:13])=[O:12].O>CN(C)C=O.O1CCCC1>[CH3:1][N:2]1[CH2:8][C:6](=[O:7])[N:5]([CH2:18][C:17]2[CH:20]=[CH:21][C:14]([N+:11]([O-:13])=[O:12])=[CH:15][CH:16]=2)[C:3]1=[O:4] |f:1.2|. Procedure: To a mixture solution of 685 mg (6.0 mmol) of 1-methylhydantoin in 10 mL of N,N-dimethylformamide and 10 mL of tetrahydrofuran was added 240 mg (6.9 mmol) of sodium hydride (60% oily) at room temperature, and the mixture was stirred for 30 minutes at the same temperature. Then, 1.08 g (5.0 mmol) of p-nitrobenzyl bromide was added to the reaction mixture, and the mixture was stirred for over night at room temperature. Water was added to the reaction mixture and the mixture was extracted with ethy... Starting materials: O (water), OC1=CC=C(C=C1)CC(=O)O (4-hydroxyphenyl acetic acid), NC1=C(C(=NC=C1)CC)Cl (4-amino-3-chloro-2-ethylpyridine), C(=O)(N1C=NC=C1)N1C=NC=C1 (1,1'-carbonyldiimidazole). Solvent: O1CCOCC1 (1,4-dioxane). Reaction conditions: temperature 5 celsius. Product: ClC=1C(=NC=CC1NC(CC1=CC=C(C=C1)O)=O)CC (N-(3-chloro-2-ethylpyridin-4-yl)-4-hydroxyphenylacetamide). Isolated yield 48.2%. Reaction SMILES: [OH:1][C:2]1[CH:7]=[CH:6][C:5]([CH2:8][C:9]([OH:11])=O)=[CH:4][CH:3]=1.C(N1C=CN=C1)(N1C=CN=C1)=O.[NH2:24][C:25]1[CH:30]=[CH:29][N:28]=[C:27]([CH2:31][CH3:32])[C:26]=1[Cl:33].O>O1CCOCC1>[Cl:33][C:26]1[C:27]([CH2:31][CH3:32])=[N:28][CH:29]=[CH:30][C:25]=1[NH:24][C:9](=[O:11])[CH2:8][C:5]1[CH:4]=[CH:3][C:2]([OH:1])=[CH:7][CH:6]=1. Procedure: 0.76 g (5.0 mmol) of 4-hydroxyphenyl acetic acid was dissolved in 20 ml of 1,4-dioxane, and the solution was stirred at 5° C. Then, 0.97 g (6.0 mmol) of 1,1'-carbonyldiimidazole was added thereto, and the mixture was stirred for one hour at 5° C. Then, 0.76 g (5.0 mmol) of 4-amino-3-chloro-2-ethylpyridine was added thereto, and the mixture was refluxed under heating for 20 hours. The reaction solution was poured into water and extracted with ethyl acetate. The organic layer was washed with water... The reactants are O=C(O)c1ccc2nccnc2c1, C#CC(C)(C)N. Reagents/catalysts: C1CCC(CC1)N=C=NC2CCCCC2 (DCC), C1=CC=C2C(=C1)N=NN2O (HOBt). Solvent: CN(C)C=O (DMF), CN(C)C=O (DMF), CN(C)C=O (DMF), CN(C)C=O (DMF), CN(C)C=O (DMF), CN(C)C=O (DMF). Conditions: temperature 25 celsius, time 2 hour. Yields the product C#CC(C)(C)NC(=O)c1ccc2nccnc2c1. The yield is 84.3%. RXN SMILES: C#CC(C)(C)N.O=C(O)c1ccc2nccnc2c1.C1CCC(CC1)N=C=NC2CCCCC2.C1=CC=C2C(=C1)N=NN2O.CN(C)C=O>>C#CC(C)(C)NC(=O)c1ccc2nccnc2c1. Starting materials: [Cl-].[Mg+2].[Cl-] (magnesium chloride), C(CC(=O)O)(=O)O.C(C)[K] (ethyl potassium malonate). The solvent is C(C)(C)O (isopropanol). Yields the product Ethyl Magnesium Malonate. Reaction SMILES: [Cl-].[Mg+2:2].[Cl-].[C:4]([OH:10])(=[O:9])[CH2:5][C:6]([OH:8])=[O:7].[CH2:11]([K])[CH3:12]>C(O)(C)C>[C:4]([O-:10])(=[O:9])[CH2:5][C:6]([O-:8])=[O:7].[CH2:11]([Mg+2:2])[CH3:12] |f:0.1.2,3.4,6.7|. Reported procedure: To a stirred aqueous solution of 1.5 M magnesium chloride and 3 M ethyl potassium malonate was added five volumes of isopropanol. After filtration, ethyl magnesium malonate was dried in vacuo. The reactants are CCN(CC)CCO, O=[N+]([O-])c1ccc(Cl)cc1, [H-], [Na+], CN(C)C=O, O. Yields the product CCN(CC)CCOc1ccc([N+](=O)[O-])cc1. Reaction SMILES: [CH2:11]([CH3:12])[N:13]([CH2:14][CH2:15][OH:16])[CH2:17][CH3:18].[Cl:1][c:2]1[cH:3][cH:4][c:5]([N+:8](=[O:9])[O-:10])[cH:6][cH:7]1.[H-:20].[Na+:19].[O:22]=[CH:23][N:24]([CH3:25])[CH3:26].[OH2:21]>>[c:2]1([O:16][CH2:15][CH2:14][N:13]([CH2:11][CH3:12])[CH2:17][CH3:18])[cH:3][cH:4][c:5]([N+:8](=[O:9])[O-:10])[cH:6][cH:7]1. Starting materials: COC(=O)c1cnc(N2CCCC2)c(OCC2CCCC2)n1, CO, [Li+], C1CCOC1, [OH-], O. Yields the product O=C(O)c1cnc(N2CCCC2)c(OCC2CCCC2)n1. Reaction SMILES: [CH3:1][O:2][C:3](=[O:4])[c:5]1[n:6][c:7]([O:16][CH2:17][CH:18]2[CH2:19][CH2:20][CH2:21][CH2:22]2)[c:8]([N:11]2[CH2:12][CH2:13][CH2:14][CH2:15]2)[n:9][cH:10]1.[CH3:30][OH:31].[Li+:23].[O:25]1[CH2:26][CH2:27][CH2:28][CH2:29]1.[OH-:24].[OH2:32]>>[O:2]=[C:3]([OH:4])[c:5]1[n:6][c:7]([O:16][CH2:17][CH:18]2[CH2:19][CH2:20][CH2:21][CH2:22]2)[c:8]([N:11]2[CH2:12][CH2:13][CH2:14][CH2:15]2)[n:9][cH:10]1. The reactants are ClC1=C(C=C(C=C1)O)C(C(C(F)(F)F)(O)C1=CC(=NC=C1)Cl)C (4-Chloro-3-[2-(2-chloro-pyridin-4-yl)-3,3,3-trifluoro-2-hydroxy-1-methyl-propyl]-phenol), COC(=O)C=1N=NC(=CC1)Cl (methyl-6-chloropyridazine-3-carboxylate). Yields the product COC(=O)C=1N=NC(=CC1)OC1=CC(=C(C=C1)Cl)C(C(C(F)(F)F)(O)C1=CC(=NC=C1)Cl)C (6-{4-Chloro-3-[2-(2-chloro-pyridin-4-yl)-3,3,3-trifluoro-2-hydroxy-1-methyl-propyl]-phenoxy}-pyridazine-3-carboxylic acid methyl ester). Reaction SMILES: [Cl:1][C:2]1[CH:7]=[CH:6][C:5]([OH:8])=[CH:4][C:3]=1[CH:9]([CH3:23])[C:10]([C:16]1[CH:21]=[CH:20][N:19]=[C:18]([Cl:22])[CH:17]=1)([OH:15])[C:11]([F:14])([F:13])[F:12].[CH3:24][O:25][C:26]([C:28]1[N:29]=[N:30][C:31](Cl)=[CH:32][CH:33]=1)=[O:27]>>[CH3:24][O:25][C:26]([C:28]1[N:29]=[N:30][C:31]([O:8][C:5]2[CH:6]=[CH:7][C:2]([Cl:1])=[C:3]([CH:9]([CH3:23])[C:10]([C:16]3[CH:21]=[CH:20][N:19]=[C:18]([Cl:22])[CH:17]=3)([OH:15])[C:11]([F:14])([F:13])[F:12])[CH:4]=2)=[CH:32][CH:33]=1)=[O:27]. Reported procedure: The title compound was prepared in analogy to Example 132 from 4-chloro-3-[2-(2-chloro-pyridin-4-yl)-3,3,3-trifluoro-2-hydroxy-1-methyl-propyl]-phenol (obtained in Example 130, step 7) with methyl-6-chloropyridazine-3-carboxylate [CAS Reg. No.65202-50-8]. MS (m/e)=502.1 [MH+].